describe an organic reaction: reactants, conditions, products, and yield From a dataset of the Open Reaction Database (ORD), a public repository of structured organic reaction records. Reactants: ice water, C(C)(C)(C)[O-].[K+] (potassium tert.-butanolate), C(#N)NC=NC1C(CC=2SC=CC21)(C)C (N-cyano-N'-(5,6-dihydro-5,5-dimethyl-4H-cyclopenta[b]thiophen-4-yl)-formamidine), COC(CBr)=O (bromoacetic acid methyl ester). The solvent is CS(=O)C (dimethyl sulfoxide). Run at time 15 hour. Product: COC(=O)C1=C(N=CN1C1C(CC=2SC=CC21)(C)C)N (4-amino-1-(5,6-dihydro-5,5-dimethyl-4H-cyclopenta[b]thiophen-4-yl)-5-imidazolecarboxylic acid methyl ester). As a reaction SMILES: C([O-])(C)(C)C.[K+].[C:7]([NH:9][CH:10]=[N:11][CH:12]1[C:19]2[CH:18]=[CH:17][S:16][C:15]=2[CH2:14][C:13]1([CH3:21])[CH3:20])#[N:8].[CH3:22][O:23][C:24](=[O:27])[CH2:25]Br>CS(C)=O>[CH3:22][O:23][C:24]([C:25]1[N:11]([CH:12]2[C:19]3[CH:18]=[CH:17][S:16][C:15]=3[CH2:14][C:13]2([CH3:21])[CH3:20])[CH:10]=[N:9][C:7]=1[NH2:8])=[O:27] |f:0.1|. Procedure details: 3.3 g of potassium tert.-butanolate are added to a mixture of 6.2 g of N-cyano-N'-(5,6-dihydro-5,5-dimethyl-4H-cyclopenta[b]thiophen-4-yl)-formamidine and 5 ml of dimethyl sulfoxide. After the mixture has been stirred for 15 hours at room temperature, 3.1 ml of bromoacetic acid methyl ester are added dropwise thereto. After 2 hours, ice-water is added to the reaction mixture. Extraction with ether, drying of the organic phase with sodium sulfate and evaporation of the solvent yield 8.4 g of N-cy... Starting materials: CC(=O)c1ccc(N=C=O)cc1, COc1cc2nccc(Oc3ccc(N)cc3)c2cc1OC, Cc1ccccc1. Product: COc1cc2nccc(Oc3ccc(NC(=O)Nc4ccc(C(C)=O)cc4)cc3)c2cc1OC. RXN SMILES: [C:23]([CH3:24])(=[O:25])[c:26]1[cH:27][cH:28][c:29]([N:32]=[C:33]=[O:34])[cH:30][cH:31]1.[CH3:1][O:2][c:3]1[cH:4][c:5]2[c:6]([O:15][c:16]3[cH:17][cH:18][c:19]([NH2:22])[cH:20][cH:21]3)[cH:7][cH:8][n:9][c:10]2[cH:11][c:12]1[O:13][CH3:14].[CH3:35][c:36]1[cH:37][cH:38][cH:39][cH:40][cH:41]1>>[CH3:1][O:2][c:3]1[cH:4][c:5]2[c:6]([O:15][c:16]3[cH:17][cH:18][c:19]([NH:22][C:33]([NH:32][c:29]4[cH:28][cH:27][c:26]([C:23]([CH3:24])=[O:25])[cH:31][cH:30]4)=[O:34])[cH:20][cH:21]3)[cH:7][cH:8][n:9][c:10]2[cH:11][c:12]1[O:13][CH3:14]. Solvent: CC(OCC)=O (EA), O (water), CC(=O)C (acetone). The product is [Si](C)(C)(C(C)(C)C)OCCCN1C(N(C2=C(C1=O)C=C(N=C2)Cl)C)=O (3-(3-(tert-butyldimethylsilyloxy)propyl)-6-chloro-1-methyl pyrido[3,4-d]pyrimidine-2,4(1H,3H)-dione). Isolated yield 87.8%. Reported procedure: To a solution of 3-(3-(tert-butyldimethylsilyloxy)propyl)-6-chloropyrido[3,4-d]pyrimidine-2,4(1H,3H)-dione (3.3 g, 0.0089 mol), K2CO3 (2.468 g, 0.0178 mol) in acetone (10 mL) was added iodomethane (1.51 g, 0.01 mmol). The reaction was stirred at RT for 3 h then diluted with EA (20 mL) and water (5 mL). The organic layer was washed with brine (20 mL), dried over Na2SO4 and concentrated to give 3-(3-(tert-butyldimethylsilyloxy)propyl)-6-chloro-1-methyl pyrido[3,4-d]pyrimidine-2,4(1H,3H)-dione (3 g... Starting materials: [Si](C)(C)(C(C)(C)C)OCCCN1C(NC2=C(C1=O)C=C(N=C2)Cl)=O (3-(3-(tert-butyldimethylsilyloxy)propyl)-6-chloropyrido[3,4-d]pyrimidine-2,4(1H,3H)-dione), C(=O)([O-])[O-].[K+].[K+] (K2CO3), IC (iodomethane). RXN SMILES: [Si:1]([O:8][CH2:9][CH2:10][CH2:11][N:12]1[C:17](=[O:18])[C:16]2[CH:19]=[C:20]([Cl:23])[N:21]=[CH:22][C:15]=2[NH:14][C:13]1=[O:24])([C:4]([CH3:7])([CH3:6])[CH3:5])([CH3:3])[CH3:2].[C:25]([O-])([O-])=O.[K+].[K+].IC>CC(C)=O.CC(=O)OCC.O>[Si:1]([O:8][CH2:9][CH2:10][CH2:11][N:12]1[C:17](=[O:18])[C:16]2[CH:19]=[C:20]([Cl:23])[N:21]=[CH:22][C:15]=2[N:14]([CH3:25])[C:13]1=[O:24])([C:4]([CH3:7])([CH3:5])[CH3:6])([CH3:3])[CH3:2] |f:1.2.3|. Conditions: time 3 hour.